From a dataset of the Open Reaction Database (ORD), a public repository of structured organic reaction records. describe an organic reaction: reactants, conditions, products, and yield Reactants: O=C1c2cccc3c(Br)ccc(c23)C(=O)N1O, C[S-], CCO, [Na+]. The product is CSc1ccc2c3c(cccc13)C(=O)N(O)C2=O. Reaction SMILES: [Br:4][c:5]1[cH:6][cH:7][c:8]2[c:17]3[c:12]([cH:13][cH:14][cH:15][c:16]13)[C:11](=[O:18])[N:10]([OH:19])[C:9]2=[O:20].[CH3:1][S-:2].[CH3:21][CH2:22][OH:23].[Na+:3]>>[CH3:1][S:2][c:5]1[cH:6][cH:7][c:8]2[c:17]3[c:12]([cH:13][cH:14][cH:15][c:16]13)[C:11](=[O:18])[N:10]([OH:19])[C:9]2=[O:20]. Starting materials: OCCC=1C=CC2=C(C(=CO2)C2=CC=CC=C2)C1 (5-(2-hydroxyethyl)-3-phenylbenzofuran), BrBr (bromine). The solvent is ClCCl (dichloromethane), ClCCl (dichloromethane). Reaction conditions: temperature 15 celsius. Yields the product BrC=1OC2=C(C1C1=CC=CC=C1)C=C(C=C2)CCO (2-bromo-5-(2-hydroxyethyl)-3-phenylbenzofuran). RXN SMILES: [OH:1][CH2:2][CH2:3][C:4]1[CH:5]=[CH:6][C:7]2[O:11][CH:10]=[C:9]([C:12]3[CH:17]=[CH:16][CH:15]=[CH:14][CH:13]=3)[C:8]=2[CH:18]=1.[Br:19]Br>ClCCl>[Br:19][C:10]1[O:11][C:7]2[CH:6]=[CH:5][C:4]([CH2:3][CH2:2][OH:1])=[CH:18][C:8]=2[C:9]=1[C:12]1[CH:13]=[CH:14][CH:15]=[CH:16][CH:17]=1. Procedure details: The product from step A is dissolved in 200 ml. of dichloromethane, the solution is cooled to 5° C., and 9.16 g. (0.0573 mole) of bromine in 50 ml. of dichloromethane is added dropwise. The solution is allowed to warm to 15° C., then evaporated to provide a green residue of 2-bromo-5-(2-hydroxyethyl)-3-phenylbenzofuran. The structural assignment is confirmed by infrared and nuclear magnetic resonance spectral analysis. The reactants are O1CCOC12CCC(CC2)C2CCC(CC2)(O)C2=CC(=CC=C2)F (4-(1,4-dioxaspiro[4,5]dec-8-yl)-1-(3-fluorophenyl)cyclohexanol), ClCCCl (1,2-dichloroethane). Solvent: C(CO)O (ethylene glycol). Product: O1CCOC12CCC(CC2)C2CC=C(CC2)C2=CC(=CC=C2)F (4-(1,4-dioxaspiro[4,5]dec-8-yl)-1-(3-fluorophenyl)-cyclohexene). The yield is 75.3%. Reaction SMILES: [O:1]1[C:5]2([CH2:10][CH2:9][CH:8]([CH:11]3[CH2:16][CH2:15][C:14]([C:18]4[CH:23]=[CH:22][CH:21]=[C:20]([F:24])[CH:19]=4)(O)[CH2:13][CH2:12]3)[CH2:7][CH2:6]2)[O:4][CH2:3][CH2:2]1.ClCCCl>C(O)CO>[O:1]1[C:5]2([CH2:10][CH2:9][CH:8]([CH:11]3[CH2:16][CH2:15][C:14]([C:18]4[CH:23]=[CH:22][CH:21]=[C:20]([F:24])[CH:19]=4)=[CH:13][CH2:12]3)[CH2:7][CH2:6]2)[O:4][CH2:3][CH2:2]1. Procedure: A mixture of 174.3 g of 4-(1,4-dioxaspiro[4,5]dec-8-yl)-1-(3-fluorophenyl)cyclohexanol, 1000 ml of 1,2-dichloroethane, 25 ml of ethylene glycol and 25 g of Amberlyst 15 was boiled under reflux for 22 hrs., the condensate being dried over a dropping funnel filled with 175 g of neutral aluminiumoxide. Then, the reaction mixture was cooled, filtered, washed with water and the organic phase was dried over sodium sulphate. Subsequent chromatography on 1000 g of silica gel with hexane/ethyl acetate (9...